This data is from the Open Reaction Database (ORD), a public repository of structured organic reaction records. The task is: describe an organic reaction: reactants, conditions, products, and yield The reactants are CC1=CC=C(C=C1)CN1CC2N(CC1)C(OC2(C2=CC=CC=C2)C2=CC=CC=C2)=O (Hexahydro-7-[(4-methylphenyl)methyl]-1,1-diphenyl-3H-oxazolo[3,4-a]pyrazin-3-one), ClC(=O)OC(C)Cl (1-Chloroethyl chloroformate). Run in ClCCCl (1,2-dichloroethane). Product: C1(=CC=CC=C1)C1(OC(N2C1CNCC2)=O)C2=CC=CC=C2 (Hexahydro-1,1-diphenyl-3H-oxazolo[3,4-a]pyrazin-3-one). Isolated yield 80.7%. As a reaction SMILES: CC1C=CC(C[N:9]2[CH2:14][CH2:13][N:12]3[C:15](=[O:30])[O:16][C:17]([C:24]4[CH:29]=[CH:28][CH:27]=[CH:26][CH:25]=4)([C:18]4[CH:23]=[CH:22][CH:21]=[CH:20][CH:19]=4)[CH:11]3[CH2:10]2)=CC=1.ClC(OC(Cl)C)=O>ClCCCl>[C:24]1([C:17]2([C:18]3[CH:19]=[CH:20][CH:21]=[CH:22][CH:23]=3)[CH:11]3[CH2:10][NH:9][CH2:14][CH2:13][N:12]3[C:15](=[O:30])[O:16]2)[CH:29]=[CH:28][CH:27]=[CH:26][CH:25]=1. Reported procedure: Hexahydro-7-[(4-methylphenyl)methyl]-1,1-diphenyl-3H-oxazolo[3,4-a]pyrazin-3-one (65 g, 0.16 mol) was dissolved in 1,2-dichloroethane (300 mL). 1-Chloroethyl chloroformate (22 mL, 0.2 mol) was added thereto, and the mixture was warmed and refluxed for 3 hours. The solvent was distilled off under reduced pressure, and then methanol (300 mL) was added thereto. The mixture was warmed and refluxed for 3 hours. The solvent was distilled off under reduced pressure, and to the residue was added ethyl a...